describe an organic reaction: reactants, conditions, products, and yield From a dataset of the Open Reaction Database (ORD), a public repository of structured organic reaction records. Reactants: CN1CCN(CC(=O)Nc2cccc(-c3nc(Nc4ccc5c(cnn5C(=O)OC(C)(C)C)c4)c4ccccc4n3)c2)CC1, ClCCl. Product: CN1CCN(CC(=O)Nc2cccc(-c3nc(Nc4ccc5[nH]ncc5c4)c4ccccc4n3)c2)CC1. RXN SMILES: [CH3:1][N:2]1[CH2:3][CH2:4][N:5]([CH2:8][C:9](=[O:10])[NH:11][c:12]2[cH:13][c:14](-[c:18]3[n:19][c:20]4[cH:21][cH:22][cH:23][cH:24][c:25]4[c:26]([NH:28][c:29]4[cH:30][c:31]5[cH:32][n:33][n:34]([C:38]([O:39][C:40]([CH3:41])([CH3:42])[CH3:43])=[O:44])[c:35]5[cH:36][cH:37]4)[n:27]3)[cH:15][cH:16][cH:17]2)[CH2:6][CH2:7]1.[Cl:45][CH2:46][Cl:47]>>[CH3:1][N:2]1[CH2:3][CH2:4][N:5]([CH2:8][C:9](=[O:10])[NH:11][c:12]2[cH:13][c:14](-[c:18]3[n:19][c:20]4[cH:21][cH:22][cH:23][cH:24][c:25]4[c:26]([NH:28][c:29]4[cH:30][c:31]5[cH:32][n:33][nH:34][c:35]5[cH:36][cH:37]4)[n:27]3)[cH:15][cH:16][cH:17]2)[CH2:6][CH2:7]1. Starting materials: B(OC)(OC)OC (trimethyl borate), C(C)(C)[N-]C(C)C.[Li+] (lithium diisopropylamide), C(CC)C1=CC(=C(C(=C1)F)C1=CC(=CC(=C1)F)F)F (4'-propyl-2',6',3,5-tetrafluorobiphenyl), C(CC)C1=CC(=C(C(=C1)F)I)F (4-propyl-2,6-difluoroiodobenzene), FC=1C=C(C=C(C1)F)B(O)O (3,5-difluorophenylboronic acid). The solvent is C1CCOC1 (THF). Yields the product C(CC)C1=CC(=C(C(=C1)F)C1=CC(=C(C(=C1)F)B(O)O)F)F (4'-propyl-2',6',3,5-tetrafluorobiphenyl-4-yl boronic acid). RXN SMILES: C([N-]C(C)C)(C)C.[Li+].[CH2:9]([C:12]1[CH:17]=[C:16]([F:18])[C:15]([C:19]2[CH:24]=[C:23]([F:25])[CH:22]=[C:21]([F:26])[CH:20]=2)=[C:14]([F:27])[CH:13]=1)[CH2:10][CH3:11].C(C1C=C(F)C(I)=C(F)C=1)CC.FC1C=C([B:48]([OH:50])[OH:49])C=C(F)C=1.B(OC)(OC)OC>C1COCC1>[CH2:9]([C:12]1[CH:13]=[C:14]([F:27])[C:15]([C:19]2[CH:24]=[C:23]([F:25])[C:22]([B:48]([OH:50])[OH:49])=[C:21]([F:26])[CH:20]=2)=[C:16]([F:18])[CH:17]=1)[CH2:10][CH3:11] |f:0.1|. Procedure details: 0.6 mol of lithium diisopropylamide is added at 0° C. to a mixture of 0.5 mol of 4'-propyl-2',6',3,5-tetrafluorobiphenyl (prepared from 4-propyl-2,6-difluoroiodobenzene and 3,5-difluorophenylboronic acid analogously to Example 23C). 0.5 mol of trimethyl borate and 500 ml of THF, and the mixture is stirred for two hours.